From a dataset of the Open Reaction Database (ORD), a public repository of structured organic reaction records. describe an organic reaction: reactants, conditions, products, and yield Starting materials: CC(C)C1=CC(=C(C(=C1)C(C)C)C2=C(C=CC=C2)P(C3CCCCC3)C4CCCCC4)C(C)C (X-Phos), C([O-])([O-])=O.[Cs+].[Cs+] (cesium carbonate), ClC1=CC=CC2=C1C=C(O2)C(=O)OCC (Ethyl 4-chlorobenzofuran-2-carboxylate), C(C1=CC=CC=C1)N1CCNCC1 (benzylpiperazine). Reagents/catalysts: C=1C=CC(=CC1)/C=C/C(=O)/C=C/C2=CC=CC=C2.C=1C=CC(=CC1)/C=C/C(=O)/C=C/C2=CC=CC=C2.C=1C=CC(=CC1)/C=C/C(=O)/C=C/C2=CC=CC=C2.[Pd].[Pd] (Pd2(dba)3). Run in O1CCOCC1 (dioxane). The product is C(C1=CC=CC=C1)N1CCN(CC1)C1=CC=CC2=C1C=C(O2)C(=O)OCC (Ethyl 4-(4-benzylpiperazin-1-yl)benzofuran-2-carboxylate). RXN SMILES: CC(C1C=C(C(C)C)C(C2C=CC=CC=2P(C2CCCCC2)C2CCCCC2)=C(C(C)C)C=1)C.C(=O)([O-])[O-].[Cs+].[Cs+].Cl[C:42]1[C:47]2[CH:48]=[C:49]([C:51]([O:53][CH2:54][CH3:55])=[O:52])[O:50][C:46]=2[CH:45]=[CH:44][CH:43]=1.[CH2:56]([N:63]1[CH2:68][CH2:67][NH:66][CH2:65][CH2:64]1)[C:57]1[CH:62]=[CH:61][CH:60]=[CH:59][CH:58]=1>O1CCOCC1.C1C=CC(/C=C/C(/C=C/C2C=CC=CC=2)=O)=CC=1.C1C=CC(/C=C/C(/C=C/C2C=CC=CC=2)=O)=CC=1.C1C=CC(/C=C/C(/C=C/C2C=CC=CC=2)=O)=CC=1.[Pd].[Pd]>[CH2:56]([N:63]1[CH2:68][CH2:67][N:66]([C:42]2[C:47]3[CH:48]=[C:49]([C:51]([O:53][CH2:54][CH3:55])=[O:52])[O:50][C:46]=3[CH:45]=[CH:44][CH:43]=2)[CH2:65][CH2:64]1)[C:57]1[CH:58]=[CH:59][CH:60]=[CH:61][CH:62]=1 |f:1.2.3,7.8.9.10.11|. Reported procedure: X-Phos (1.1 g, 2.2 mmol.), Pd2(dba)3 (1.0 g, 1.1 mmol) and cesium carbonate (14.5 g, 44 mmol) were added to a degassed solution of ethyl 4-chlorobenzofuran-2-carboxylate (Example 1b), 5.0 g, 22 mmol) and benzylpiperazine (5.8 ml, 33 mmol) in dioxane (100 mL). The reaction mixture was heated to +110° C. for 3 h, cooled to room temperature, filtered through a short pad of Celite and the filtrate was concentrated under reduced pressure. The crude residue was purified by silica gel column chromatogr... The reactants are ClC1=C(C=CC=C1)N=NC=1NC=CN1 (2-((2-Chlorphenyl)azo)imidazole), Cl (hydrochloric acid). The solvent is C(C)O (ethanol). Product: Cl.ClC1=C(C=CC=C1)N=NC=1NC=CN1 (2-((2-chlorophenyl)azo)imidazole hydrochloride). The yield is 205.7%. Reaction SMILES: [Cl:1][C:2]1[CH:7]=[CH:6][CH:5]=[CH:4][C:3]=1[N:8]=[N:9][C:10]1[NH:11][CH:12]=[CH:13][N:14]=1.Cl>C(O)C>[ClH:1].[Cl:1][C:2]1[CH:7]=[CH:6][CH:5]=[CH:4][C:3]=1[N:8]=[N:9][C:10]1[NH:14][CH:13]=[CH:12][N:11]=1 |f:3.4|. Procedure: 2-((2-Chlorphenyl)azo)imidazole (41.2 grams; 0.2 mole) was treated at room temperature with 40.0 cc of concentrated hydrochloric acid in 600 cc of ethanol to yield 50.0 grams (99.6 percent of theoretical) of 2-((2-chlorophenyl)azo)imidazole hydrochloride melting at 185°-186° C. The reactants are C([O-])([O-])=O.[K+].[K+] (potassium carbonate), NC1=NC(=C(C=C1F)F)NC(C)(C)C (2-amino-6-(t-butylamino)-3,5-difluoropyridine), C(C)OC=C(C(=O)OCC)C(C1=C(C(=C(C(=C1)F)F)Cl)F)=O (ethyl 3-ethoxy-2-(3-chloro-2,4,5-trifluorobenzoyl)acrylate), ClC=1C(=C(C(=O)CC(=O)OCC)C=C(C1F)F)F (ethyl 3-chloro-2,4,5-trifluorobenzoylacetate). The solvent is CN(C=O)C (N,N-dimethylformamide), C(Cl)(Cl)Cl (chloroform). Conditions: temperature 90 celsius, time 10 minute. Product: C(C)(C)(C)NC1=C(C=C(C(=N1)N1C=C(C(C2=CC(=C(C(=C12)Cl)F)F)=O)C(=O)OCC)F)F (ethyl 1-[6-(t-butylamino)-3,5-difluoropyridin-2-yl]-8-chloro-6,7-difluoro-4-oxo-1,4-dihydroquinoline-3-carboxylate). Reaction SMILES: C(O[CH:4]=[C:5]([C:11](=[O:22])[C:12]1[CH:17]=[C:16]([F:18])[C:15]([F:19])=[C:14]([Cl:20])[C:13]=1F)[C:6]([O:8][CH2:9][CH3:10])=[O:7])C.ClC1C(F)=C(C=C(F)C=1F)C(CC(OCC)=O)=O.[NH2:41][C:42]1[C:47]([F:48])=[CH:46][C:45]([F:49])=[C:44]([NH:50][C:51]([CH3:54])([CH3:53])[CH3:52])[N:43]=1.C(=O)([O-])[O-].[K+].[K+]>CN(C)C=O.C(Cl)(Cl)Cl>[C:51]([NH:50][C:44]1[N:43]=[C:42]([N:41]2[C:13]3[C:12](=[CH:17][C:16]([F:18])=[C:15]([F:19])[C:14]=3[Cl:20])[C:11](=[O:22])[C:5]([C:6]([O:8][CH2:9][CH3:10])=[O:7])=[CH:4]2)[C:47]([F:48])=[CH:46][C:45]=1[F:49])([CH3:54])([CH3:52])[CH3:53] |f:3.4.5|. Procedure details: To 15 ml of chloroform solution of ethyl 3-ethoxy-2-(3-chloro-2,4,5-trifluorobenzoyl)acrylate prepared from 4.20 g of ethyl 3-chloro-2,4,5-trifluorobenzoylacetate by normal process was added 3.30 g of 2-amino-6-(t-butylamino)-3,5-difluoropyridine. The solution was concentrated under reduced pressure to obtain orange-colored solid residue. To this residue were added 4.0 g of annydrous potassium carbonate and 8 ml of N,N-dimethylformamide, and the mixture was stirred at 90° C. for 10 minutes and a... The product is CC=1C=C(C=C(C1C(=O)N1CCC(CC1)N1[C@@H](CCC1)CO)C)C1=CC=C(C=C1)OC(F)(F)F ((3,5-Dimethyl-4′-trifluoromethoxy-biphenyl-4-yl)-[4-((S)-2-hydroxymethyl-pyrrolidin-1-yl)-piperidin-1-yl]-methanone). Reactants: BrC1=CC(=C(C(=C1)C)C(=O)N1CCC(CC1)N1[C@@H](CCC1)CO)C ((4-bromo-2,6-dimethyl-phenyl)-[4-((S)-2-hydroxymethyl-pyrrolidin-1-yl)-piperidin-1-yl]-methanone), BrC1=CC(=C(C(=C1)C)C(=O)N1CCC(CC1)N1[C@@H](CCC1)CO)C ((4-bromo-2,6-dimethyl-phenyl)-[4-((S)-2-hydroxymethyl-pyrrolidin-1-yl)-piperidin-1-yl]-methanone), FC(OC1=CC=C(C=C1)B(O)O)(F)F (4-trifluoromethoxy-phenyl boronic acid). Procedure details: In analogy to the procedure described for example 1, (4-bromo-2,6-dimethyl-phenyl)-[4-((S)-2-hydroxymethyl-pyrrolidin-1-yl)-piperidin-1-yl]-methanone (intermediate 4) was reacted with 4-trifluoromethoxy-phenyl boronic acid to give the title compound as light yellow solid. MS: 477.1 (MH+). As a reaction SMILES: Br[C:2]1[CH:7]=[C:6]([CH3:8])[C:5]([C:9]([N:11]2[CH2:16][CH2:15][CH:14]([N:17]3[CH2:21][CH2:20][CH2:19][C@H:18]3[CH2:22][OH:23])[CH2:13][CH2:12]2)=[O:10])=[C:4]([CH3:24])[CH:3]=1.[F:25][C:26]([F:38])([F:37])[O:27][C:28]1[CH:33]=[CH:32][C:31](B(O)O)=[CH:30][CH:29]=1>>[CH3:24][C:4]1[CH:3]=[C:2]([C:31]2[CH:30]=[CH:29][C:28]([O:27][C:26]([F:25])([F:37])[F:38])=[CH:33][CH:32]=2)[CH:7]=[C:6]([CH3:8])[C:5]=1[C:9]([N:11]1[CH2:16][CH2:15][CH:14]([N:17]2[CH2:21][CH2:20][CH2:19][C@H:18]2[CH2:22][OH:23])[CH2:13][CH2:12]1)=[O:10]. Starting materials: Cl.C(#N)C1=CC(=C(C=C1)N=C1SC[C@@H](N1CC(C)C)CC(C)C)CC ((4S)-2-(4-cyano-2-ethylphenylimino)-3,4-diisobutyl-1,3-thiazolidine HCl salt), O (water), C(=O)(O)[O-].[Na+] (NaHCO3). The solvent is CCOC(=O)C (EtOAc). Reaction conditions: time 1 hour. The product is C(#N)C1=CC(=C(C=C1)N=C1SC[C@@H](N1CC(C)C)CC(C)C)CC ((4S)-2-(4-cyano-2-ethylphenylimino)-3,4-diisobutyl-1,3-thiazolidine), solid. Yield: 96.0%. As a reaction SMILES: Cl.[C:2]([C:4]1[CH:9]=[CH:8][C:7]([N:10]=[C:11]2[N:15]([CH2:16][CH:17]([CH3:19])[CH3:18])[C@@H:14]([CH2:20][CH:21]([CH3:23])[CH3:22])[CH2:13][S:12]2)=[C:6]([CH2:24][CH3:25])[CH:5]=1)#[N:3].O.C([O-])(O)=O.[Na+]>CCOC(C)=O>[C:2]([C:4]1[CH:9]=[CH:8][C:7]([N:10]=[C:11]2[N:15]([CH2:16][CH:17]([CH3:19])[CH3:18])[C@@H:14]([CH2:20][CH:21]([CH3:23])[CH3:22])[CH2:13][S:12]2)=[C:6]([CH2:24][CH3:25])[CH:5]=1)#[N:3] |f:0.1,3.4|. Procedure details: To a mixture of (4S)-2-(4-cyano-2-ethylphenylimino)-3,4-diisobutyl-1,3-thiazolidine HCl salt (Method C6a; 304 g, 0.8 mol), water (1 L) and EtOAc (1.4 L) was added NaHCO3 (150 g, 1.78 mol, 2.2 equiv.). The resulting mixture was stirred for 1 h. The organic layer was dried (MgSO4) and concentrated under reduced pressure. The resulting viscous oil was treated with EtOH and concentrated under reduced pressure twice to afford (4S)-2-(4-cyano-2-ethylphenylimino)-3,4-diisobutyl-1,3-thiazolidine as a lo... The reactants are BrC1=C(C(=C(C(=O)O)C=C1)I)C (4-Bromo-2-iodo-3-methyl-benzoic acid), OS(=O)(=O)O (H2SO4), CCO (EtOH). As a reaction SMILES: [Br:1][C:2]1[CH:10]=[CH:9][C:5]([C:6]([OH:8])=[O:7])=[C:4]([I:11])[C:3]=1[CH3:12].OS(O)(=O)=O.[CH3:18][CH2:19]O>>[CH2:18]([O:7][C:6](=[O:8])[C:5]1[CH:9]=[CH:10][C:2]([Br:1])=[C:3]([CH3:12])[C:4]=1[I:11])[CH3:19]. The product is C(C)OC(C1=C(C(=C(C=C1)Br)C)I)=O (4-Bromo-2-iodo-3-methyl-benzoic acid ethyl ester). Reported procedure: A mixture of 4-Bromo-2-iodo-3-methyl-benzoic acid (5.43 g, 0.016 mol) and conc.H2SO4 (5 mL) in EtOH (50 mL) is refluxed overnight. After reaction, evaporated out EtOH, extracted with ethyl acetate (3×50 mL), The combined organic phase is washed with water and brine, dried over Na2SO4, concentrated in vacuo, and purified by column chromatography on silica gel eluted with petrol ether and ethyl acetate to afford the desired compound. Yield: 5.2 g (88%)